This data is from the Open Reaction Database (ORD), a public repository of structured organic reaction records. The task is: describe an organic reaction: reactants, conditions, products, and yield Reactants: CCN1CCCC1CNC(=O)c1cccc(C2Nc3ccc(C(=O)OC)cc3CC2(C)C)c1, CO, [Na+], [OH-]. Yields the product CCN1CCCC1CNC(=O)c1cccc(C2Nc3ccc(C(=O)O)cc3CC2(C)C)c1. RXN SMILES: [CH2:1]([CH3:2])[N:3]1[CH:4]([CH2:8][NH:9][C:10](=[O:11])[c:12]2[cH:13][c:14]([CH:18]3[NH:19][c:20]4[cH:21][cH:22][c:23]([C:30](=[O:31])[O:32][CH3:33])[cH:24][c:25]4[CH2:26][C:27]3([CH3:28])[CH3:29])[cH:15][cH:16][cH:17]2)[CH2:5][CH2:6][CH2:7]1.[CH3:36][OH:37].[Na+:35].[OH-:34]>>[CH2:1]([CH3:2])[N:3]1[CH:4]([CH2:8][NH:9][C:10](=[O:11])[c:12]2[cH:13][c:14]([CH:18]3[NH:19][c:20]4[cH:21][cH:22][c:23]([C:30](=[O:31])[OH:32])[cH:24][c:25]4[CH2:26][C:27]3([CH3:28])[CH3:29])[cH:15][cH:16][cH:17]2)[CH2:5][CH2:6][CH2:7]1. Starting materials: CC(C(/C=C/I)O)(CCCC)C (4,4-dimethyl-1-iodo-trans-1-octen-3-ol), C1(=CC=CC=C1)C(C1=CC=CC=C1)(C1=CC=CC=C1)Br (triphenylmethyl bromide). Yields the product CC(C(/C=C/I)OC(C1=CC=CC=C1)(C1=CC=CC=C1)C1=CC=CC=C1)(CCCC)C (4,4-dimethyl-1-iodo-3-triphenylmethoxy-trans-1-octene). Reaction SMILES: [CH3:1][C:2]([CH3:12])([CH2:8][CH2:9][CH2:10][CH3:11])[CH:3]([OH:7])/[CH:4]=[CH:5]/[I:6].[C:13]1([C:19](Br)([C:26]2[CH:31]=[CH:30][CH:29]=[CH:28][CH:27]=2)[C:20]2[CH:25]=[CH:24][CH:23]=[CH:22][CH:21]=2)[CH:18]=[CH:17][CH:16]=[CH:15][CH:14]=1>>[CH3:1][C:2]([CH3:12])([CH2:8][CH2:9][CH2:10][CH3:11])[CH:3]([O:7][C:19]([C:13]1[CH:18]=[CH:17][CH:16]=[CH:15][CH:14]=1)([C:26]1[CH:27]=[CH:28][CH:29]=[CH:30][CH:31]=1)[C:20]1[CH:21]=[CH:22][CH:23]=[CH:24][CH:25]=1)/[CH:4]=[CH:5]/[I:6]. Procedure: Treatment of 11.2 g. (0.0396 mole) of 4,4-dimethyl-1-iodo-trans-1-octen-3-ol (Example 996) with 12.8 g. of triphenylmethyl bromide in 50 ml. of pyridine and purification on Florisil®, all as described in Example 728 gives the title compound. The reactants are FC(S(=O)(=O)OC1=CC2=C(C=CC=C2C=C1)OC)(F)F (8-methoxy-2-naphthyl trifluoromethanesulfonate), CN(C)C=O (DMF). The reagents and catalysts are C=1C=CC(=CC1)[P](C=2C=CC=CC2)(C=3C=CC=CC3)[Pd]([P](C=4C=CC=CC4)(C=5C=CC=CC5)C=6C=CC=CC6)([P](C=7C=CC=CC7)(C=8C=CC=CC8)C=9C=CC=CC9)[P](C=1C=CC=CC1)(C=1C=CC=CC1)C=1C=CC=CC1 (Pd(PPh3)4), [C-]#N.[Zn+2].[C-]#N (Zinc cyanide). Reaction conditions: temperature 80 celsius. Product: COC=1C=CC=C2C=CC(=CC12)C#N (8-methoxy-2-naphthonitrile). RXN SMILES: FC(F)(F)S(O[C:7]1[CH:16]=[CH:15][C:14]2[C:9](=[C:10]([O:17][CH3:18])[CH:11]=[CH:12][CH:13]=2)[CH:8]=1)(=O)=O.[CH3:21][N:22](C=O)C>[C-]#N.[Zn+2].[C-]#N.C1C=CC([P]([Pd]([P](C2C=CC=CC=2)(C2C=CC=CC=2)C2C=CC=CC=2)([P](C2C=CC=CC=2)(C2C=CC=CC=2)C2C=CC=CC=2)[P](C2C=CC=CC=2)(C2C=CC=CC=2)C2C=CC=CC=2)(C2C=CC=CC=2)C2C=CC=CC=2)=CC=1>[CH3:18][O:17][C:10]1[CH:11]=[CH:12][CH:13]=[C:14]2[C:9]=1[CH:8]=[C:7]([C:21]#[N:22])[CH:16]=[CH:15]2 |f:2.3.4,^1:34,36,55,74|. Procedure: A solution of 8-methoxy-2-naphthyl trifluoromethanesulfonate (871 mg, 2.8 mmol) in DMF (4 mL) is degassed by repeatedly evacuating the flask then flushing with N2. Zinc cyanide (200 mg, 1.7 mmol) is added followed by Pd(PPh3)4 (165 mg, 0.14 mmol). The resulting mixture is again degassed and heated to 80° C. for 3 hours. The reaction is allowed to cool, poured into water and washed four times with ether. The combined organic extracts are dried (Na2SO4), filtered, and concentrated. The resulting m... The reactants are C(C)(=O)OCC (ethyl acetate), CN (Methylamine), ClC1=C(C(=O)NCC23CC4CC(CC(C2)C4)C3)C=C(C=C1)CCCOS(=O)(=O)C (2-chloro-5-[3-[(methylsulfonyl)oxy]propyl]-N-(tricyclo[3.3.1.13,7]dec-1-ylmethyl)-benzamide). Reaction conditions: temperature 70 celsius. The product is C(C)(=O)O.ClC1=C(C(=O)NCC23CC4CC(CC(C2)C4)C3)C=C(C=C1)CCCNC (2-Chloro-5-[3-(methylamino)propyl]-N-(tricyclo[3.3.1.13,7]dec-1-ylmethyl)-benzamide, acetate salt), acetate salt. As a reaction SMILES: [CH3:1][NH2:2].[Cl:3][C:4]1[CH:23]=[CH:22][C:21]([CH2:24][CH2:25][CH2:26]OS(C)(=O)=O)=[CH:20][C:5]=1[C:6]([NH:8][CH2:9][C:10]12[CH2:19][CH:14]3[CH2:15][CH:16]([CH2:18][CH:12]([CH2:13]3)[CH2:11]1)[CH2:17]2)=[O:7].[C:32]([O:35]CC)(=[O:34])[CH3:33]>>[C:32]([OH:35])(=[O:34])[CH3:33].[Cl:3][C:4]1[CH:23]=[CH:22][C:21]([CH2:24][CH2:25][CH2:26][NH:2][CH3:1])=[CH:20][C:5]=1[C:6]([NH:8][CH2:9][C:10]12[CH2:19][CH:14]3[CH2:13][CH:12]([CH2:18][CH:16]([CH2:15]3)[CH2:17]1)[CH2:11]2)=[O:7] |f:3.4|. Reported procedure: Methylamine (2M tetrahydrofuran, 8 ml) was added to 2-chloro-5-[3-[(methylsulfonyl)oxy]propyl]-N-(tricyclo[3.3.1.13,7]dec-1-ylmethyl)-benzamide (0.250 g, Example 6e) and heated in a sealed tube at 70° C. for 18 h. On cooling to ambient temperature, the solution was diluted with ethyl acetate and extracted twice with saturated sodium hydrogencarbonate solution and once with brine, dried over magnesium sulfate and concentrated under reduced pressure. Purification by preparative reverse phase HPLC ... Reactants: OC1=C(C=C(C=C1)C)C(=O)C=1C=NN(C1)C1=CC=CC=C1 ((2-hydroxy-5-methylphenyl)-(1-phenyl-1H-pyrazol-4-yl)-methanone), BrCC(=O)OCC (ethyl bromoacetate). Yields the product CC1=CC(=C(OCC(=O)O)C=C1)C(=O)C=1C=NN(C1)C1=CC=CC=C1 ([4-Methyl-2-(1-phenyl-1H-pyrazole-4-carbonyl)phenoxy]acetic acid). RXN SMILES: [OH:1][C:2]1[CH:7]=[CH:6][C:5]([CH3:8])=[CH:4][C:3]=1[C:9]([C:11]1[CH:12]=[N:13][N:14]([C:16]2[CH:21]=[CH:20][CH:19]=[CH:18][CH:17]=2)[CH:15]=1)=[O:10].Br[CH2:23][C:24]([O:26]CC)=[O:25]>>[CH3:8][C:5]1[CH:6]=[CH:7][C:2]([O:1][CH2:23][C:24]([OH:26])=[O:25])=[C:3]([C:9]([C:11]2[CH:12]=[N:13][N:14]([C:16]3[CH:21]=[CH:20][CH:19]=[CH:18][CH:17]=3)[CH:15]=2)=[O:10])[CH:4]=1. Reported procedure: Prepared from (2-hydroxy-5-methylphenyl)-(1-phenyl-1H-pyrazol-4-yl)-methanone and ethyl bromoacetate according to GP2 and GP3: LC/MS (an 10p8): Rt 3.08 min, m/z 356.6 [M+1]+; 1H NMR (CDCl3): δ2.37 (s, 3H), 4.78 (s, 2H), 6.97 (d, J=9.0 Hz, 1H), 7.33-7.51 (m, 5H), 7.73 (d, J=6 Hz, 2H), 8.16 (s, 1H), 8.51 (s, 1H), 11.21 (br s, 1H) Reactants: OB(O)c1cc(Br)ccc1F, [Na+], C1CCOC1, [OH-], O, OO. The product is Oc1cc(Br)ccc1F. Reaction SMILES: [Br:1][c:2]1[cH:3][cH:4][c:5]([F:11])[c:6]([B:8]([OH:9])[OH:10])[cH:7]1.[Na+:15].[O:16]1[CH2:17][CH2:18][CH2:19][CH2:20]1.[OH-:14].[OH2:21].[OH:12][OH:13]>>[Br:1][c:2]1[cH:3][cH:4][c:5]([F:11])[c:6]([OH:12])[cH:7]1. The reactants are CO, C=Cc1ccncc1, [Cl-], [NH4+], [Na+], [OH-], O. Product: NCCc1ccncc1. RXN SMILES: [CH3:13][OH:14].[CH:1](=[CH2:2])[c:3]1[cH:4][cH:5][n:6][cH:7][cH:8]1.[Cl-:9].[NH4+:10].[Na+:12].[OH-:11].[OH2:15]>>[CH2:1]([CH2:2][NH2:10])[c:3]1[cH:4][cH:5][n:6][cH:7][cH:8]1.